Dataset: the Open Reaction Database (ORD), a public repository of structured organic reaction records. Task: describe an organic reaction: reactants, conditions, products, and yield The reactants are CC(C)(C)N(C(=O)[O-])C1CCN(CCn2c(=O)n[n+]([O-])c3ccc(Cl)cc32)CC1, O=C(O)C(F)(F)F, N#Cc1ccc2c(c1)ncc(=O)n2CCN1CCC(N)CC1. Yields the product NC1CCN(CCn2c(=O)n[n+]([O-])c3ccc(Cl)cc32)CC1. As a reaction SMILES: [C:1]([N:5]([C:2](=[O:3])[O-:4])[CH:9]1[CH2:10][CH2:11][N:12]([CH2:15][CH2:16][n:17]2[c:18](=[O:29])[n:19][n+:20]([O-:28])[c:21]3[c:22]2[cH:23][c:24]([Cl:27])[cH:25][cH:26]3)[CH2:13][CH2:14]1)([CH3:6])([CH3:7])[CH3:8].[F:30][C:31]([F:32])([F:33])[C:34]([OH:35])=[O:36].[NH2:37][CH:38]1[CH2:39][CH2:40][N:41]([CH2:42][CH2:43][n:44]2[c:45]3[c:46]([cH:47][c:48]([C:49]#[N:50])[cH:51][cH:52]3)[n:53][cH:54][c:55]2=[O:56])[CH2:57][CH2:58]1>>[NH2:5][CH:9]1[CH2:10][CH2:11][N:12]([CH2:15][CH2:16][n:17]2[c:18](=[O:29])[n:19][n+:20]([O-:28])[c:21]3[c:22]2[cH:23][c:24]([Cl:27])[cH:25][cH:26]3)[CH2:13][CH2:14]1. Starting materials: NC1=NC=C(C=C1)Cl (2-Amino-5-chloropyridine), COC(CC(CCl)=O)=O (4-chloro-3-oxo-butyric acid methyl ester). Run in C1(=CC=CC=C1)C (toluene). Run at time 1 hour. Product: COC(CC=1N=C2N(C=C(C=C2)Cl)C1)=O ((6-Chloro-imidazo[1,2-a]pyridin-2-yl)-acetic acid methyl ester). The yield is 31.0%. Reaction SMILES: [NH2:1][C:2]1[CH:7]=[CH:6][C:5]([Cl:8])=[CH:4][N:3]=1.[CH3:9][O:10][C:11](=[O:17])[CH2:12][C:13](=O)[CH2:14]Cl>C1(C)C=CC=CC=1>[CH3:9][O:10][C:11](=[O:17])[CH2:12][C:13]1[N:1]=[C:2]2[CH:7]=[CH:6][C:5]([Cl:8])=[CH:4][N:3]2[CH:14]=1. Procedure details: 1.28 g (10 mmol) 2-Amino-5-chloropyridine and 1.18 mL (1 eq) 4-chloro-3-oxo-butyric acid methyl ester are heated to 115° C. in 15 mL toluene for 18 h. The resulting brown suspension is evaporated and heated 1 h to 90° C. under high vacuum, then cooled to room temperature and stirred in 100 mL dichloromethane, 10 mL saturated aqueous sodium bicarbonate solution and 40 mL water at 0° C. for one hour. The organic phase is then separated and evaporated to yield a brownish solid that is column chroma...